This data is from the Open Reaction Database (ORD), a public repository of structured organic reaction records. The task is: describe an organic reaction: reactants, conditions, products, and yield Starting materials: CCCCCCC1CC(C)OC1=O, CCO, [Na+], [OH-]. Yields the product CCCCCCC(CC(C)O)C(=O)[O-], [Na+]. As a reaction SMILES: [CH2:1]([CH2:2][CH2:3][CH2:4][CH2:5][CH3:6])[CH:7]1[C:8](=[O:13])[O:9][CH:10]([CH3:12])[CH2:11]1.[CH3:16][CH2:17][OH:18].[Na+:15].[OH-:14]>>[CH2:1]([CH2:2][CH2:3][CH2:4][CH2:5][CH3:6])[CH:7]([C:8]([O-:13])=[O:14])[CH2:11][CH:10]([OH:9])[CH3:12].[Na+:15]. Starting materials: CC(C)C1=CC(=C(C(=C1)C(C)C)C2=C(C=CC=C2)P(C3CCCCC3)C4CCCCC4)C(C)C (X-Phos), BrC1=CC(=CC=C1)[N+](=O)[O-] (1-bromo-3-nitrobenzene), C[C@@H]1NCCC1 ((S)-2-methylpyrrolidine), C(=O)([O-])[O-].[Cs+].[Cs+] (Cs2CO3). The reagents and catalysts are C=1C=CC(=CC1)/C=C/C(=O)/C=C/C2=CC=CC=C2.C=1C=CC(=CC1)/C=C/C(=O)/C=C/C2=CC=CC=C2.[Pd] (Pd(dba)2). The solvent is O1CCOCC1 (1,4-dioxane). Product: C[C@@H]1N(CCC1)C1=CC(=CC=C1)[N+](=O)[O-] ((S)-2-methyl-1-(3-nitrophenyl)pyrrolidine). The yield is 58.2%. As a reaction SMILES: Br[C:2]1[CH:7]=[CH:6][CH:5]=[C:4]([N+:8]([O-:10])=[O:9])[CH:3]=1.[CH3:11][C@H:12]1[CH2:16][CH2:15][CH2:14][NH:13]1.C([O-])([O-])=O.[Cs+].[Cs+].CC(C1C=C(C(C)C)C(C2C=CC=CC=2P(C2CCCCC2)C2CCCCC2)=C(C(C)C)C=1)C>O1CCOCC1.C1C=CC(/C=C/C(/C=C/C2C=CC=CC=2)=O)=CC=1.C1C=CC(/C=C/C(/C=C/C2C=CC=CC=2)=O)=CC=1.[Pd]>[CH3:11][C@H:12]1[CH2:16][CH2:15][CH2:14][N:13]1[C:2]1[CH:7]=[CH:6][CH:5]=[C:4]([N+:8]([O-:10])=[O:9])[CH:3]=1 |f:2.3.4,7.8.9|. Reported procedure: To a solution of 1-bromo-3-nitrobenzene (2.02 g, 0.01 mol) and (S)-2-methylpyrrolidine (1.02 g, 0.012 mol) in 20 mL of 1,4-dioxane was added Cs2CO3 (6.5 g, 0.02 mol) followed by Pd(dba)2 (1.15 g, 0.002 mmol) and X-Phos (476 mg, 0.001 mol) under nitrogen with stirring. The mixture was refluxed for 16 hours under nitrogen. After cooled, the mixture was filtered, and then the filtrate was evaporated by rotary evaporation. The residue was diluted with water and extracted with EtOAc (3×30 mL). The or... As a reaction SMILES: [Br:1][C:2]1[C:6]2[CH:7]=[C:8]([O:11][CH3:12])[CH:9]=[CH:10][C:5]=2[O:4][C:3]=1[CH:13](Cl)[CH:14]1[CH2:19][CH2:18][CH2:17][CH2:16][CH2:15]1.[NH2:21][C:22]1[CH:31]=[CH:30][C:25]([C:26]([O:28]C)=[O:27])=[CH:24][CH:23]=1.[I-].[Na+].C(=O)([O-])[O-].[Na+].[Na+].Cl.[OH-].[Na+]>C(O)C.O1CCCC1.CN(C)C=O>[Br:1][C:2]1[C:6]2[CH:7]=[C:8]([O:11][CH3:12])[CH:9]=[CH:10][C:5]=2[O:4][C:3]=1[CH:13]([NH:21][C:22]1[CH:31]=[CH:30][C:25]([C:26]([OH:28])=[O:27])=[CH:24][CH:23]=1)[CH:14]1[CH2:19][CH2:18][CH2:17][CH2:16][CH2:15]1 |f:2.3,4.5.6,8.9|. Yield: 14.3%. The product is BrC1=C(OC2=C1C=C(C=C2)OC)C(C2CCCCC2)NC2=CC=C(C(=O)O)C=C2 (4-{[(3-bromo-5-methoxy-1-benzofuran-2-yl)(cyclohexyl)methyl]amino}benzoic acid). The reactants are NC1=CC=C(C(=O)OC)C=C1 (methyl 4-aminobenzoate), [I-].[Na+] (sodium iodide), BrC1=C(OC2=C1C=C(C=C2)OC)C(C2CCCCC2)Cl (3-bromo-2-[chloro(cyclohexyl)methyl]-5-methoxy-1-benzofuran), C([O-])([O-])=O.[Na+].[Na+] (sodium carbonate), Cl (Hydrochloric acid), [OH-].[Na+] (sodium hydroxide). Reaction conditions: temperature 80 celsius, time 8 hour. Procedure details: To a mixture of 3-bromo-2-[chloro(cyclohexyl)methyl]-5-methoxy-1-benzofuran (1.73 g) synthesized above, methyl 4-aminobenzoate (878 mg), sodium iodide (1.45 g) and N,N-dimethylformamide (30 mL) was added sodium carbonate (1.03 g), and the mixture was stirred at 80° C. for 8 hr. 1N Hydrochloric acid was added to quench the reaction, and the mixture was extracted with ethyl acetate. The extract was washed with saturated brine, dried over magnesium sulfate, and concentrated under reduced pressure. ... Run in CN(C=O)C (N,N-dimethylformamide), C(C)O (ethanol), O1CCCC1 (tetrahydrofuran). Reactants: C(C)(C)(C)OC(CC(C(C)(C)C1=NC(=CC=C1)OC)=O)=O (4-(6-methoxy-pyridin-2-yl)-4-methyl-3-oxo-pentanoic acid tert-butyl ester), ClC1=C(C=C(C#N)C=C1)[N+](=O)[O-] (4-chloro-3-nitrobenzonitrile). Yields the product C(C)(C)(C)OC(=O)C1=C(NC2=CC(=CC=C12)C#N)C(C)(C)C1=NC(=CC=C1)OC (6-Cyano-2-[1-(6-methoxy-pyridin-2-yl)-1-methyl-ethyl]-1H-indole-3-carboxylic acid tert-butyl ester). Reaction SMILES: [C:1]([O:5][C:6](=[O:21])[CH2:7][C:8](=O)[C:9]([C:12]1[CH:17]=[CH:16][CH:15]=[C:14]([O:18][CH3:19])[N:13]=1)([CH3:11])[CH3:10])([CH3:4])([CH3:3])[CH3:2].Cl[C:23]1[CH:30]=[CH:29][C:26]([C:27]#[N:28])=[CH:25][C:24]=1[N+:31]([O-])=O>>[C:1]([O:5][C:6]([C:7]1[C:23]2[C:24](=[CH:25][C:26]([C:27]#[N:28])=[CH:29][CH:30]=2)[NH:31][C:8]=1[C:9]([C:12]1[CH:17]=[CH:16][CH:15]=[C:14]([O:18][CH3:19])[N:13]=1)([CH3:11])[CH3:10])=[O:21])([CH3:4])([CH3:3])[CH3:2]. Procedure details: According to the method that is used for the preparation of Compound PR5-1, the title compound was synthesized from 4-(6-methoxy-pyridin-2-yl)-4-methyl-3-oxo-pentanoic acid tert-butyl ester and 4-chloro-3-nitrobenzonitrile Starting materials: CO, COc1ccc(C(=O)O)c(OC)c1, O=S(=O)(O)O. The product is COC(=O)c1ccc(OC)cc1OC. Reaction SMILES: [CH3:19][OH:20].[CH3:6][O:7][c:8]1[c:9]([C:10](=[O:11])[OH:12])[cH:13][cH:14][c:15]([O:17][CH3:18])[cH:16]1.[S:1](=[O:2])(=[O:3])([OH:4])[OH:5]>>[CH3:6][O:7][c:8]1[c:9]([C:10](=[O:11])[O:12][CH3:19])[cH:13][cH:14][c:15]([O:17][CH3:18])[cH:16]1. Starting materials: CC(C)N, O=C=NCCCl, O=CC(O)C(O)C(O)C(O)CO. Product: CC(C)N(C(=O)NCCCl)C1OC(CO)C(O)C(O)C1O. Reaction SMILES: [CH3:13][CH:14]([CH3:15])[NH2:16].[Cl:17][CH2:18][CH2:19][N:20]=[C:21]=[O:22].[O:1]=[CH:2][CH:3]([OH:4])[CH:5]([OH:6])[CH:7]([OH:8])[CH:9]([OH:10])[CH2:11][OH:12]>>[CH:2]1([N:16]([CH:14]([CH3:13])[CH3:15])[C:21]([NH:20][CH2:19][CH2:18][Cl:17])=[O:22])[CH:3]([OH:4])[CH:5]([OH:6])[CH:7]([OH:8])[CH:9]([CH2:11][OH:12])[O:10]1.